This data is from the Open Reaction Database (ORD), a public repository of structured organic reaction records. The task is: describe an organic reaction: reactants, conditions, products, and yield Reactants: COc1cc(OC)c(C=O)cc1Br, COCCOC, [Na+], [Na+], O=C([O-])[O-], O, [Pd], c1ccc(P(c2ccccc2)c2ccccc2)cc1, c1ccc(P(c2ccccc2)c2ccccc2)cc1, c1ccc(P(c2ccccc2)c2ccccc2)cc1, c1ccc(P(c2ccccc2)c2ccccc2)cc1, OB(O)c1cccs1. The product is COc1cc(OC)c(-c2cccs2)cc1C=O. RXN SMILES: [Br:1][c:2]1[c:3]([O:12][CH3:13])[cH:4][c:5]([O:10][CH3:11])[c:6]([CH:7]=[O:8])[cH:9]1.[CH3:29][O:30][CH2:31][CH2:32][O:33][CH3:34].[Na+:22].[Na+:23].[O-:24][C:25](=[O:26])[O-:27].[OH2:28].[Pd:35].[c:36]1([P:37]([c:38]2[cH:39][cH:40][cH:41][cH:42][cH:43]2)[c:44]2[cH:45][cH:46][cH:47][cH:48][cH:49]2)[cH:50][cH:51][cH:52][cH:53][cH:54]1.[c:55]1([P:56]([c:57]2[cH:58][cH:59][cH:60][cH:61][cH:62]2)[c:63]2[cH:64][cH:65][cH:66][cH:67][cH:68]2)[cH:69][cH:70][cH:71][cH:72][cH:73]1.[c:74]1([P:75]([c:76]2[cH:77][cH:78][cH:79][cH:80][cH:81]2)[c:82]2[cH:83][cH:84][cH:85][cH:86][cH:87]2)[cH:88][cH:89][cH:90][cH:91][cH:92]1.[c:93]1([P:94]([c:95]2[cH:96][cH:97][cH:98][cH:99][cH:100]2)[c:101]2[cH:102][cH:103][cH:104][cH:105][cH:106]2)[cH:107][cH:108][cH:109][cH:110][cH:111]1.[s:14]1[c:15]([B:19]([OH:20])[OH:21])[cH:16][cH:17][cH:18]1>>[c:2]1(-[c:15]2[s:14][cH:18][cH:17][cH:16]2)[c:3]([O:12][CH3:13])[cH:4][c:5]([O:10][CH3:11])[c:6]([CH:7]=[O:8])[cH:9]1.